From a dataset of the Open Reaction Database (ORD), a public repository of structured organic reaction records. describe an organic reaction: reactants, conditions, products, and yield Conditions: temperature 100 celsius. The yield is 79.1%. The solvent is O1CCOCC1 (dioxane). Starting materials: [I-].[Na+] (Sodium iodide), I (hydriodic acid), C(C1=CC=CC=C1)N1CC2=CC(=CC(=C2CC1)Cl)N (2-benzyl-5-chloro-1,2,3,4-tetrahydroisoquinolin-7-amine), NC1=CC=C(C=C1)C(F)(F)F (4-aminobenzotrifluoride). Procedure: Sodium iodide (252 mg, 1.68 mmol) and hydriodic acid (1 mL, 47% aqueous solution) were added to the solution of 2-benzyl-5-chloro-1,2,3,4-tetrahydroisoquinolin-7-amine (380 mg, 1.4 mmol) and 4-aminobenzotrifluoride (446 mg, 2.8 mmol) in dioxane (10 mL) and the reaction solution was stirred at 100° C. over night before solvent was removed in vacuo. Residue was dissolved in ethyl acetate, washed by water, brine, dried over sodium sulfate and was purified by column chromatography. Product was obtai... Product: C(C1=CC=CC=C1)N1CC=2C=C(C=C(C2CC1)NC1=CC=C(C=C1)C(F)(F)F)N (2-Benzyl-N5-(4-(trifluoromethyl)phenyl)-1,2,3,4-tetrahydroisoquinoline-5,7-diamine). Reaction SMILES: [I-].[Na+].I.[CH2:4]([N:11]1[CH2:20][CH2:19][C:18]2[C:13](=[CH:14][C:15]([NH2:22])=[CH:16][C:17]=2Cl)[CH2:12]1)[C:5]1[CH:10]=[CH:9][CH:8]=[CH:7][CH:6]=1.[NH2:23][C:24]1[CH:29]=[CH:28][C:27]([C:30]([F:33])([F:32])[F:31])=[CH:26][CH:25]=1>O1CCOCC1>[CH2:4]([N:11]1[CH2:20][CH2:19][C:18]2[C:17]([NH:23][C:24]3[CH:29]=[CH:28][C:27]([C:30]([F:31])([F:32])[F:33])=[CH:26][CH:25]=3)=[CH:16][C:15]([NH2:22])=[CH:14][C:13]=2[CH2:12]1)[C:5]1[CH:10]=[CH:9][CH:8]=[CH:7][CH:6]=1 |f:0.1|. Yield: 25.0%. Reaction SMILES: Cl[CH2:2][CH2:3][O:4][C:5]1[C:13]2[C:8](=[N:9][CH:10]=[N:11][C:12]=2[NH:14][C:15]2[CH:20]=[CH:19][C:18]([O:21][C:22]3[CH:23]=[N:24][C:25]([CH3:28])=[CH:26][CH:27]=3)=[C:17]([CH3:29])[CH:16]=2)[NH:7][N:6]=1.[NH:30]1[CH2:35][CH2:34][NH:33][CH2:32][C:31]1=[O:36]>>[CH3:29][C:17]1[CH:16]=[C:15]([NH:14][C:12]2[N:11]=[CH:10][N:9]=[C:8]3[NH:7][N:6]=[C:5]([O:4][CH2:3][CH2:2][N:33]4[CH2:34][CH2:35][NH:30][C:31](=[O:36])[CH2:32]4)[C:13]=23)[CH:20]=[CH:19][C:18]=1[O:21][C:22]1[CH:23]=[N:24][C:25]([CH3:28])=[CH:26][CH:27]=1. Starting materials: ClCCOC1=NNC2=NC=NC(=C21)NC2=CC(=C(C=C2)OC=2C=NC(=CC2)C)C (3-(2-chloroethoxy)-N-{3-methyl-4-[(6-methylpyridin-3-yl)oxy]phenyl}-1H-pyrazolo[3,4-d]pyrimidin-4-amine), N1C(CNCC1)=O (piperazinone). Procedure: The procedure described in Example 23 was repeated using 3-(2-chloroethoxy)-N-{3-methyl-4-[(6-methylpyridin-3-yl)oxy]phenyl}-1H-pyrazolo[3,4-d]pyrimidin-4-amine and piperazinone to give the title compound in 25% yield; NMR Spectrum: 2.19 (s, 3H), 2.44 (s, 3H), 2.71 (t, 2H), 2.90 (t, 2H), 3.12 (s, 2H), 3.14 (br s, 1H), 4.47 (t, 2H), 6.95 (d, 1H), 7.18-7.25 (m, 2H), 7.63 (br s, 1H), 7.64 (s, 1H), 7.74 (br s, 1H), 8.17 (s, 1H), 8.31 (s, 1H); Mass Spectrum: 475 (MH+). Product: CC=1C=C(C=CC1OC=1C=NC(=CC1)C)NC1=C2C(=NC=N1)NN=C2OCCN2CC(NCC2)=O (4-(2-{[4-({3-methyl-4-[(6-methylpyridin-3-yl)oxy]phenyl}amino)-1H-pyrazolo[3,4-d]pyrimidin-3-yl]oxy}ethyl)piperazin-2-one). The reactants are CC1=CC=C(C=C1)S(=O)(=O)OC1=C(C=C(C=C1)CCC)O (2-hydroxy-4-propylphenyl 4-methylbenzenesulfonate), C(=O)([O-])[O-].[K+].[K+] (K2CO3), [Na+].[I-] (NaI), C(C1=CC=CC=C1)Br (benzylbromide). Run in CC(=O)C (acetone). Reaction conditions: temperature 40 celsius, time 5 hour. Yields the product CC1=CC=C(C=C1)S(=O)(=O)OC1=C(C=C(C=C1)CCC)OCC1=CC=CC=C1 (2-(benzyloxy)-4-propylphenyl 4-methylbenzenesulfonate). Isolated yield 63.6%. As a reaction SMILES: [CH3:1][C:2]1[CH:7]=[CH:6][C:5]([S:8]([O:11][C:12]2[CH:17]=[CH:16][C:15]([CH2:18][CH2:19][CH3:20])=[CH:14][C:13]=2[OH:21])(=[O:10])=[O:9])=[CH:4][CH:3]=1.C([O-])([O-])=O.[K+].[K+].[Na+].[I-].[CH2:30](Br)[C:31]1[CH:36]=[CH:35][CH:34]=[CH:33][CH:32]=1>CC(C)=O>[CH3:1][C:2]1[CH:7]=[CH:6][C:5]([S:8]([O:11][C:12]2[CH:17]=[CH:16][C:15]([CH2:18][CH2:19][CH3:20])=[CH:14][C:13]=2[O:21][CH2:30][C:31]2[CH:36]=[CH:35][CH:34]=[CH:33][CH:32]=2)(=[O:10])=[O:9])=[CH:4][CH:3]=1 |f:1.2.3,4.5|. Reported procedure: To a solution of 2-hydroxy-4-propylphenyl 4-methylbenzenesulfonate (0.11 mmol; 33 mg) under argon, in acetone (0.2 mL), were added K2CO3 (0.13 mmol; 18 mg), NaI (0.02 mmol; 3 mg), and benzylbromide (0.12 mmol; 0.015 mL). The reaction was stirred at 40° C. for 5 hr. The reaction mixture was then hydrolysed with NH4Cl sat. (3 mL) and extracted with ethyl acetate (3*5 mL). Combined organic phases were washed with saturated NaHCO3 (3 mL), dried over MgSO4, concentrated. The residue was purified by p... The reactants are CC(C)(C)OC(=O)N1CCC(CC1)=O (4-Oxo-1-piperidinecarboxylic acid 1,1-dimethylethyl ester), FC1=CC=C(C=C1)CN1C(=NC=C1)N (1-[(4-fluorophenyl)methyl]-1H-imidazol-2-amine), titanium(IV)isopropoxyde, C(C)O (Ethanol), [BH4-].[Na+] (sodium borohydride). Solvent: O (water). Conditions: time 8 hour. The product is FC1=CC=C(C=C1)CN1C(=NC=C1)NC1CCN(CC1)C(=O)OC(C)(C)C (1,1-dimethylethyl 4-[[1-[(4-fluorophenyl)methyl]-1H-imidazol-2-yl]amino]-1-piperidinecarboxylate). Isolated yield 57.0%. Reaction SMILES: [CH3:1][C:2]([O:5][C:6]([N:8]1[CH2:13][CH2:12][C:11](=O)[CH2:10][CH2:9]1)=[O:7])([CH3:4])[CH3:3].[F:15][C:16]1[CH:21]=[CH:20][C:19]([CH2:22][N:23]2[CH:27]=[CH:26][N:25]=[C:24]2[NH2:28])=[CH:18][CH:17]=1.C(O)C.[BH4-].[Na+]>O>[F:15][C:16]1[CH:17]=[CH:18][C:19]([CH2:22][N:23]2[CH:27]=[CH:26][N:25]=[C:24]2[NH:28][CH:11]2[CH2:12][CH2:13][N:8]([C:6]([O:5][C:2]([CH3:4])([CH3:3])[CH3:1])=[O:7])[CH2:9][CH2:10]2)=[CH:20][CH:21]=1 |f:3.4|. Procedure: 4-Oxo-1-piperidinecarboxylic acid 1,1-dimethylethyl ester (0.053 mol), 1-[(4-fluorophenyl)methyl]-1H-imidazol-2-amine and titanium(IV)isopropoxyde (0.055 mol) were stirred at 50° C. for 2 hours. Ethanol (350 ml) and sodium borohydride (0.53 mol) were added. The mixture was stirred at RT overnight and water was added. The mixture was filtered over decalite, washed with ethanol/CH2Cl2 and the solvent was evaporated. The residue was taken up in CH2Cl2, dried, filtered and the solvent was evaporated... Starting materials: C1CCOC1, [Cl-], [Cl-], Fc1ccc(-c2nc3n(c2I)CCCC3)c(F)c1, CC(C)c1nnc2ccc(I)nn12, CN(C)C=O, [Zn+2], c1ccc(P(c2ccccc2)(c2ccccc2)[Pd](P(c2ccccc2)(c2ccccc2)c2ccccc2)(P(c2ccccc2)(c2ccccc2)c2ccccc2)P(c2ccccc2)(c2ccccc2)c2ccccc2)cc1. Product: CC(C)c1nnc2ccc(-c3c(-c4ccc(F)cc4F)nc4n3CCCC4)nn12. As a reaction SMILES: [CH2:37]1[O:38][CH2:39][CH2:40][CH2:41]1.[Cl-:42].[Cl-:44].[F:1][c:2]1[c:3](-[c:9]2[n:10][c:11]3[n:12]([c:17]2[I:18])[CH2:13][CH2:14][CH2:15][CH2:16]3)[cH:4][cH:5][c:6]([F:8])[cH:7]1.[I:19][c:20]1[cH:21][cH:22][c:23]2[n:24]([n:25]1)[c:26]([CH:29]([CH3:30])[CH3:31])[n:27][n:28]2.[O:32]=[CH:33][N:34]([CH3:35])[CH3:36].[Zn+2:43].[cH:45]1[cH:46][cH:47][c:48]([P:49]([Pd:50]([P:51]([c:52]2[cH:53][cH:54][cH:55][cH:56][cH:57]2)([c:58]2[cH:59][cH:60][cH:61][cH:62][cH:63]2)[c:64]2[cH:65][cH:66][cH:67][cH:68][cH:69]2)([P:70]([c:71]2[cH:72][cH:73][cH:74][cH:75][cH:76]2)([c:77]2[cH:78][cH:79][cH:80][cH:81][cH:82]2)[c:83]2[cH:84][cH:85][cH:86][cH:87][cH:88]2)[P:89]([c:90]2[cH:91][cH:92][cH:93][cH:94][cH:95]2)([c:96]2[cH:97][cH:98][cH:99][cH:100][cH:101]2)[c:102]2[cH:103][cH:104][cH:105][cH:106][cH:107]2)([c:108]2[cH:109][cH:110][cH:111][cH:112][cH:113]2)[c:114]2[cH:115][cH:116][cH:117][cH:118][cH:119]2)[cH:120][cH:121]1>>[F:1][c:2]1[c:3](-[c:9]2[n:10][c:11]3[n:12]([c:17]2-[c:20]2[cH:21][cH:22][c:23]4[n:24]([n:25]2)[c:26]([CH:29]([CH3:30])[CH3:31])[n:27][n:28]4)[CH2:13][CH2:14][CH2:15][CH2:16]3)[cH:4][cH:5][c:6]([F:8])[cH:7]1. The reactants are resultant solution, resultant mixture, N(=[N+]=[N-])C(C(=O)OCC)CC(C(Cl)(F)F)F (ethyl 2-azido-4,5,5-trifluoro-5-chloropentanoate), [H][H] (hydrogen). The reagents and catalysts are [Pd] (palladium). Solvent: C(C)O (ethanol). Yields the product NC(C(=O)OCC)CC(C(Cl)(F)F)F (ethyl 2-amino-4,5,5-trifluoro-5-chloropentanoate). The yield is 72.2%. Reaction SMILES: [N:1]([CH:4]([CH2:10][CH:11]([F:16])[C:12]([F:15])([F:14])[Cl:13])[C:5]([O:7][CH2:8][CH3:9])=[O:6])=[N+]=[N-].[H][H]>C(O)C.[Pd]>[NH2:1][CH:4]([CH2:10][CH:11]([F:16])[C:12]([F:14])([F:15])[Cl:13])[C:5]([O:7][CH2:8][CH3:9])=[O:6]. Reported procedure: Thereafter, 4.76 g (0.018 mol) of ethyl 2-azido-4,5,5-trifluoro-5-chloropentanoate was dissolved in 20 ml of ethanol. The resultant solution was placed in a three-neck round-bottom flask and 0.50 g of 5% palladium-containing activated carbon was added to the solution, and hydrogen was passed through the resultant mixture at a flow rate of 20 ml/min at room temperature for 22 hours. The catalyst was separated by filtration and the ethanol was expelled by distillation. By vacuum distilling the res... Reactants: Cl.C(=O)(O)C1CCN(CC1)CCCCOC1=C(C=CC=C1)CCC1=CC=CC=C1 (2-[4-(4-carboxypiperidino)butoxy]bibenzyl hydrochloride), S(=O)(Cl)Cl (thionyl chloride), C(C)O (ethanol). Run at time 1 hour. Product: Cl.C(C)OC(=O)C1CCN(CC1)CCCCOC1=C(C=CC=C1)CCC1=CC=CC=C1 (2-[4-(4-ethoxycarbonylpiperidino)butoxy]bibenzyl hydrochloride). Yield: 87.0%. RXN SMILES: Cl.[C:2]([CH:5]1[CH2:10][CH2:9][N:8]([CH2:11][CH2:12][CH2:13][CH2:14][O:15][C:16]2[CH:21]=[CH:20][CH:19]=[CH:18][C:17]=2[CH2:22][CH2:23][C:24]2[CH:29]=[CH:28][CH:27]=[CH:26][CH:25]=2)[CH2:7][CH2:6]1)([OH:4])=[O:3].S(Cl)([Cl:32])=O.[CH2:34](O)[CH3:35]>>[ClH:32].[CH2:34]([O:3][C:2]([CH:5]1[CH2:10][CH2:9][N:8]([CH2:11][CH2:12][CH2:13][CH2:14][O:15][C:16]2[CH:21]=[CH:20][CH:19]=[CH:18][C:17]=2[CH2:22][CH2:23][C:24]2[CH:25]=[CH:26][CH:27]=[CH:28][CH:29]=2)[CH2:7][CH2:6]1)=[O:4])[CH3:35] |f:0.1,4.5|. Procedure: To a solution of 3 g of 2-[4-(4-carboxypiperidino)butoxy]bibenzyl hydrochloride in 30 ml of ethanol was added dropwise 0.9 g of thionyl chloride. The reaction mixture was stirred for one hour, heated under reflux for 30 minutes, concentrated in vacuo and then recrystallized from ethanolether to give 2.8 g (87% yield) of 2-[4-(4-ethoxycarbonylpiperidino)butoxy]bibenzyl hydrochloride, m. p. 84°-87° C. The reactants are N(=O)[O-].[Na+] (sodium nitrite), OS(=O)(=O)O (H2SO4), ice, NC=1C=C(C=C(C1)OC)C(F)(F)F (3-amino-5-methoxy-1-trifluoromethylbenzene). Run in O (water), O (water), Cl (HCl). Reaction conditions: temperature 10 celsius, time 30 minute. The product is OC=1C=C(C=C(C1)OC)C(F)(F)F (3-hydroxy-5-methoxy-1-trifluoromethylbenzene). Yield: 100.2%. As a reaction SMILES: N[C:2]1[CH:3]=[C:4]([C:10]([F:13])([F:12])[F:11])[CH:5]=[C:6]([O:8][CH3:9])[CH:7]=1.N([O-])=[O:15].[Na+].OS(O)(=O)=O>Cl.O>[OH:15][C:2]1[CH:3]=[C:4]([C:10]([F:13])([F:12])[F:11])[CH:5]=[C:6]([O:8][CH3:9])[CH:7]=1 |f:1.2|. Procedure: A solution of 9.73 g of 3-amino-5-methoxy-1-trifluoromethylbenzene in 400 ml of 2N HCl is cooled to 10° C., and a solution of 3.80 g of sodium nitrite in 20 ml of water is added in the course of 10 minutes. The mixture is left stirring for 30 minutes at 10° C., and a solution of 800 ml of concentrated H2SO4 in 800 ml of water is added while the temperature is maintained below 20° C. The mixture is then heated to 95° C. for 2 hours and left overnight at r.t. 1000 g of ice are added to the reactio... The reactants are BrCC#C (3-Bromo-propyne), COCCOCCO (2-(2-Methoxy-ethoxy)-ethanol), O (water). Run in C1CCOC1 (THF). Reaction conditions: time 4 hour. Product: COCCOCCOCC#C (3-[2-(2-Methoxy-ethoxy)-ethoxy]-propyne). RXN SMILES: [CH3:1][O:2][CH2:3][CH2:4][O:5][CH2:6][CH2:7][OH:8].Br[CH2:10][C:11]#[CH:12].O>C1COCC1>[CH3:1][O:2][CH2:3][CH2:4][O:5][CH2:6][CH2:7][O:8][CH2:12][C:11]#[CH:10]. Reported procedure: To a solution of 2 g 2-(2-Methoxy-ethoxy)-ethanol in 20 ml THF 1.8 g KOt-Bu were added at 0° C. After stirring for 10 min 8.1 ml 3-Bromo-propyne (75% in toluene) were added and the mixture was warmed to RT and stirred for 4 h. Then 10 ml of water were added and the mixture was filtered through a chem elut® cartridge by elution with CHCl3. This solution containing the desired product was subjected to the next reaction step.